describe an organic reaction: reactants, conditions, products, and yield From a dataset of the Open Reaction Database (ORD), a public repository of structured organic reaction records. Reactants: BrCC(=O)C1(CC1)C(=O)OCC (ethyl 1-(bromoacetyl)-cyclopropanecarboxylate), C([O-])([O-])=O.[K+].[K+] (potassium carbonate), ClC1=CC=C(C=C1)O (4-chlorophenol). Run in CC(=O)C (acetone). Product: ClC1=CC=C(OCC(=O)C2(CC2)C(=O)OCC)C=C1 (ethyl 1-(4-chlorophenoxyacetyl)-cyclopropanecarboxylate). Yield: 69.0%. As a reaction SMILES: Br[CH2:2][C:3]([C:5]1([C:8]([O:10][CH2:11][CH3:12])=[O:9])[CH2:7][CH2:6]1)=[O:4].C(=O)([O-])[O-].[K+].[K+].[Cl:19][C:20]1[CH:25]=[CH:24][C:23]([OH:26])=[CH:22][CH:21]=1>CC(C)=O>[Cl:19][C:20]1[CH:25]=[CH:24][C:23]([O:26][CH2:2][C:3]([C:5]2([C:8]([O:10][CH2:11][CH3:12])=[O:9])[CH2:7][CH2:6]2)=[O:4])=[CH:22][CH:21]=1 |f:1.2.3|. Procedure details: 47.2 g (0.2 mol) of ethyl 1-(bromoacetyl)-cyclopropanecarboxylate are added to a suspension of b 28 g (0.2 mol) of potassium carbonate and 26 g (0.2 mol) of 4-chlorophenol in 300 ml of acetone and the mixture is heated under reflux for 6 hours. Inorganic salts are then filtered off, the filtrate is concentrated under reduced pressure and the residue is distilled in vacuo. 39 g (69% of theory) of ethyl 1-(4-chlorophenoxyacetyl)-cyclopropanecarboxylate are obtained. B.P. 148°-150° C./0.45 mbar.